This data is from the Open Reaction Database (ORD), a public repository of structured organic reaction records. The task is: describe an organic reaction: reactants, conditions, products, and yield The reactants are [OH-].[Na+] (sodium hydroxide), FC=1C=C2C(C(=CN(C2=C(C1F)OC)CCF)C(=O)OCC)=O (ethyl 6,7-difluoro-1-(2-fluoroethyl)-8-methoxy-1,4-dihydro-4-oxoquinoline-3-carboxylate), Cl (hydrochloric acid). The solvent is CO (methanol). Reaction conditions: time 5 hour. The product is FC=1C=C2C(C(=CN(C2=C(C1F)OC)CCF)C(=O)O)=O (6,7-difluoro-1-(2-fluoroethyl)-8-methoxy-1,4-dihydro-4-oxoquinoline-3-carboxylic acid). Isolated yield 73.0%. RXN SMILES: [OH-].[Na+].[F:3][C:4]1[CH:5]=[C:6]2[C:11](=[C:12]([O:15][CH3:16])[C:13]=1[F:14])[N:10]([CH2:17][CH2:18][F:19])[CH:9]=[C:8]([C:20]([O:22]CC)=[O:21])[C:7]2=[O:25].Cl>CO>[F:3][C:4]1[CH:5]=[C:6]2[C:11](=[C:12]([O:15][CH3:16])[C:13]=1[F:14])[N:10]([CH2:17][CH2:18][F:19])[CH:9]=[C:8]([C:20]([OH:22])=[O:21])[C:7]2=[O:25] |f:0.1|. Reported procedure: 5 ml of a 4% w/v aqueous solution of sodium hydroxide were added to a solution of the whole (0.0005 mole) of the ethyl 6,7-difluoro-1-(2-fluoroethyl)-8-methoxy-1,4-dihydro-4-oxoquinoline-3-carboxylate (X, R9' =2-fluoroethyl) prepared as described in Step (C5) dissolved in 15 ml of methanol. The mixture was then allowed to stand at room temperature for 5 hours, after which it was acidified by adding concentrated hydrochloric acid to precipitate crystals. These crystals were collected by filtratio... Reactants: C(CCC)(=O)O.C(CC(O)(C(=O)OCC)CC(=O)OCC)(=O)OCC (triethyl citrate butyrate), [Cl-] (chloride). Yields the product C(CCCCCCCCCCCCC)(=O)O.C(CC(O)(C(=O)OCC)CC(=O)OCC)(=O)OCC (triethyl citrate myristate). As a reaction SMILES: [C:1]([OH:6])(=[O:5])[CH2:2][CH2:3][CH3:4].[C:7]([O:23][CH2:24][CH3:25])(=[O:22])[CH2:8][C:9]([CH2:16][C:17]([O:19][CH2:20][CH3:21])=[O:18])([C:11]([O:13][CH2:14][CH3:15])=[O:12])[OH:10].[Cl-]>>[C:1]([OH:6])(=[O:5])[CH2:2][CH2:3][CH2:4][CH2:7][CH2:8][CH2:9][CH2:16][CH2:17][CH2:17][CH2:16][CH2:9][CH2:8][CH3:7].[C:17]([O:19][CH2:20][CH3:21])(=[O:18])[CH2:16][C:9]([CH2:8][C:7]([O:23][CH2:24][CH3:25])=[O:22])([C:11]([O:13][CH2:14][CH3:15])=[O:12])[OH:10] |f:0.1,3.4|. Reported procedure: The same procedure was used as for preparation of triethyl citrate butyrate but using myristryl chloride. The reactants are BrC=1C=CC(=NC1)N1CCC(CC1)CCNC(OC(C)(C)C)=O (tert-butyl 2-(5′-bromo-3,4,5,6-tetrahydro-2H-[1,2]bipyridinyl-4-yl)ethylcarbamate), FC(C(=O)O)(F)F (trifluoroacetic acid), ice water, N (ammonia). Solvent: ClCCl (dichloromethane). Conditions: time 2 hour. Yields the product BrC=1C=CC(=NC1)N1CCC(CC1)CCN (2-(5′-Bromo-3,4,5,6-tetrahydro-2H-[1,2]bipyridinyl-4-yl)ethylamine). Reaction SMILES: [Br:1][C:2]1[CH:3]=[CH:4][C:5]([N:8]2[CH2:13][CH2:12][CH:11]([CH2:14][CH2:15][NH:16]C(=O)OC(C)(C)C)[CH2:10][CH2:9]2)=[N:6][CH:7]=1.FC(F)(F)C(O)=O.N>ClCCl>[Br:1][C:2]1[CH:3]=[CH:4][C:5]([N:8]2[CH2:9][CH2:10][CH:11]([CH2:14][CH2:15][NH2:16])[CH2:12][CH2:13]2)=[N:6][CH:7]=1. Procedure: A solution of 6.9 g (17.95 mmol) of tert-butyl 2-(5′-bromo-3,4,5,6-tetrahydro-2H-[1,2]bipyridinyl-4-yl)ethylcarbamate obtained in step 8.1., in 100 ml of dichloromethane, cooled by an ice/water bath, is admixed slowly with 20.47 g (179.54 mmol) of trifluoroacetic acid. Stirring is continued at ambient temperature for 2 hours. The reaction mixture is poured into a mixture of ice-water and 28% aqueous ammonia. The mixture is decanted, the aqueous phase is extracted twice with dichloromethane, and ... Starting materials: Cl (HCl), CN(C(OC(C)(C)C)=O)C1C2CN(CC1CC2)C(C(F)(F)F)=O (tert-Butyl Methyl[3-(2,2,2-trifluoroacetyl)-3-azabicyclo[3.2.1]oct-8-yl]carbamate). Run in C(C)(=O)OCC (ethyl acetate), C(C)(=O)OCC (Ethyl acetate). Yields the product FC(C(=O)N1CC2CCC(C1)C2NC)(F)F (2,2,2-Trifluoro-1-[8-(methylamino)-3-azabicyclo[3.2.1]oct-3-yl]-1-ethanone). RXN SMILES: Cl.[CH3:2][N:3]([CH:11]1[CH:16]2[CH2:17][CH2:18][CH:12]1[CH2:13][N:14]([C:19](=[O:24])[C:20]([F:23])([F:22])[F:21])[CH2:15]2)C(=O)OC(C)(C)C>C(OCC)(=O)C>[F:23][C:20]([F:21])([F:22])[C:19]([N:14]1[CH2:15][CH:16]2[CH:11]([NH:3][CH3:2])[CH:12]([CH2:18][CH2:17]2)[CH2:13]1)=[O:24]. Procedure details: Ethyl acetate (100 mL) saturated with HCl (g) was added, at 0° C., to a solution of tert-butyl methyl[3-(2,2,2-trifluoroacetyl)-3-azabicyclo[3.2.1]oct-8-yl]carbamate (see step (iv) above; 5 g, 15 mmol) in ethyl acetate (50 mL). The mixture was allowed to reach rt over the course of 3 h, after which time the solvent was evaporated. This gave 4 g (100%) of the sub-tide compound hydrochloride salt. Reactants: C(C1=CC=CC=C1)N1[C@@H](C[C@H](C1)O[Si](C)(C)C(C)(C)C)C=O ((2S,4R)-1-benzyl-4-(t-butyldimethylsilyloxy)-2-formylpyrrolidine), O (water), CN1C=NC=C1 (N-methylimidazole), C(CCC)[Li] (n-butyllithium). Solvent: C1CCOC1 (THF), C(C)(=O)OCC (ethyl acetate), O1CCCC1 (tetrahydrofuran), CCCCCC (hexane). Reaction conditions: time 30 minute. Yields the product C(C1=CC=CC=C1)N1C(C[C@H](C1)O[Si](C)(C)C(C)(C)C)C(O)C=1N(C=CN1)C (1-{(4R)-1-benzyl-4-(t-butyldimethylsilyloxy) pyrrolidin-2-yl}-1-[1-methylimidazol-2-yl]methanol). As a reaction SMILES: [CH3:1][N:2]1[CH:6]=[CH:5][N:4]=[CH:3]1.C([Li])CCC.[CH2:12]([N:19]1[CH2:23][C@H:22]([O:24][Si:25]([C:28]([CH3:31])([CH3:30])[CH3:29])([CH3:27])[CH3:26])[CH2:21][C@H:20]1[CH:32]=[O:33])[C:13]1[CH:18]=[CH:17][CH:16]=[CH:15][CH:14]=1.O>O1CCCC1.CCCCCC.C(OCC)(=O)C>[CH2:12]([N:19]1[CH2:23][C@H:22]([O:24][Si:25]([C:28]([CH3:29])([CH3:30])[CH3:31])([CH3:27])[CH3:26])[CH2:21][CH:20]1[CH:32]([C:3]1[N:2]([CH3:1])[CH:6]=[CH:5][N:4]=1)[OH:33])[C:13]1[CH:14]=[CH:15][CH:16]=[CH:17][CH:18]=1. Procedure details: To a solution of N-methylimidazole (84.0 ml) in tetrahydrofuran (1.25 l) was added dropwise n-butyllithium (1.56N, 500 ml and 1.60N, 120 ml) in hexane keeping the temperature below -65° C. After stirring for 30 minutes, to the mixture was added dropwise a solution of (2S,4R)-1-benzyl-4-(t-butyldimethylsilyloxy)-2-formylpyrrolidine (259 g) in THF (1.25 l) at -65°~-60° C. for 30 minutes. The mixture was stirred at -60°~0° C. for 1.5 hours and at 0°~5° C. for 30 minutes. The reaction mixture was po...